From a dataset of the Open Reaction Database (ORD), a public repository of structured organic reaction records. describe an organic reaction: reactants, conditions, products, and yield Starting materials: N#CC(C(=O)O)c1ccccc1, ClC(Cl)(Cl)Cl, ClCCl, ClP(Cl)(Cl)(Cl)Cl, Oc1c(F)c(F)c(F)c(F)c1F. The product is N#CC(C(=O)Oc1c(F)c(F)c(F)c(F)c1F)c1ccccc1. Reaction SMILES: [C:1](#[N:2])[CH:3]([C:4](=[O:5])[OH:6])[c:7]1[cH:8][cH:9][cH:10][cH:11][cH:12]1.[C:34]([Cl:35])([Cl:36])([Cl:37])[Cl:38].[Cl:13][CH2:14][Cl:15].[Cl:16][P:17]([Cl:18])([Cl:19])([Cl:20])[Cl:21].[F:22][c:23]1[c:24]([F:33])[c:25]([F:32])[c:26]([F:31])[c:27]([F:30])[c:28]1[OH:29]>>[C:1](#[N:2])[CH:3]([C:4]([O:5][c:28]1[c:23]([F:22])[c:24]([F:33])[c:25]([F:32])[c:26]([F:31])[c:27]1[F:30])=[O:6])[c:7]1[cH:8][cH:9][cH:10][cH:11][cH:12]1. Starting materials: BrC1C2C(C(=O)NC2=O)CCC1Br (3,4-Dibromohexahydrophthalimide), N1=CC=CC=C1 (pyridine), ClC1=C(C(=O)Cl)C=CC(=C1)Cl (2,4-Dichlorobenzoyl chloride). Run in C1=CC=CC=C1 (benzene). Product: ClC1=C(C(=O)N2C(C3C(C2=O)C(C(CC3)Br)Br)=O)C=CC(=C1)Cl (N-(2,4-dichlorobenzoyl)-3,4-dibromohexahydrophthalimide). As a reaction SMILES: [Br:1][CH:2]1[CH:12]([Br:13])[CH2:11][CH2:10][CH:4]2[C:5]([NH:7][C:8](=[O:9])[CH:3]12)=[O:6].N1C=CC=CC=1.[Cl:20][C:21]1[CH:29]=[C:28]([Cl:30])[CH:27]=[CH:26][C:22]=1[C:23](Cl)=[O:24]>C1C=CC=CC=1>[Cl:20][C:21]1[CH:29]=[C:28]([Cl:30])[CH:27]=[CH:26][C:22]=1[C:23]([N:7]1[C:8](=[O:9])[CH:3]2[CH:2]([Br:1])[CH:12]([Br:13])[CH2:11][CH2:10][CH:4]2[C:5]1=[O:6])=[O:24]. Procedure: 3,4-Dibromohexahydrophthalimide (0.10 mole), benzene (300 ml) and pyridine (0.11 mole) are charged into a glass reaction vessel equipped with a mechanical stirrer, thermometer and reflux condenser. 2,4-Dichlorobenzoyl chloride (0.10 mole) is then added dropwise to the flask with stirring at room temperature. After the addition is completed the reaction mixture is heated at reflux with continued stirring for a period of about 1 hour. After this time the reaction mixture is filtered and the filtra...